Task: describe an organic reaction: reactants, conditions, products, and yield. Dataset: the Open Reaction Database (ORD), a public repository of structured organic reaction records The reactants are CCCCCCC (heptane), ClC1=NC(=NC(=N1)C1=CC=CC=C1)C1=CC=CC=C1 (2-chloro-4,6-diphenyl-1,3,5-triazine), C1(=CC=CC=C1)NC1=C(C=CC=C1)N (N-phenyl-o-phenylenediamine), C(C)N(C(C)C)C(C)C (N-ethyldiisopropylamine). Solvent: C(C)O (ethanol), ClCCl (dichloromethane), C1CCOC1 (THF), C1CCOC1 (THF). Reaction conditions: temperature 0 celsius, time 1 hour. Yields the product C1(=CC=CC=C1)NC1=C(C=CC=C1)NC1=NC(=NC(=N1)C1=CC=CC=C1)C1=CC=CC=C1 (6-[[2-(phenylamino)phenyl]amino]-2,4-diphenyl-1,3,5-triazine). The yield is 87.9%. Reaction SMILES: [C:1]1([NH:7][C:8]2[CH:13]=[CH:12][CH:11]=[CH:10][C:9]=2[NH2:14])[CH:6]=[CH:5][CH:4]=[CH:3][CH:2]=1.C(N(C(C)C)C(C)C)C.Cl[C:25]1[N:30]=[C:29]([C:31]2[CH:36]=[CH:35][CH:34]=[CH:33][CH:32]=2)[N:28]=[C:27]([C:37]2[CH:42]=[CH:41][CH:40]=[CH:39][CH:38]=2)[N:26]=1.CCCCCCC>C1COCC1.C(O)C.ClCCl>[C:1]1([NH:7][C:8]2[CH:13]=[CH:12][CH:11]=[CH:10][C:9]=2[NH:14][C:25]2[N:30]=[C:29]([C:31]3[CH:36]=[CH:35][CH:34]=[CH:33][CH:32]=3)[N:28]=[C:27]([C:37]3[CH:38]=[CH:39][CH:40]=[CH:41][CH:42]=3)[N:26]=2)[CH:2]=[CH:3][CH:4]=[CH:5][CH:6]=1. Procedure details: 44.3 g (240 mmol) of N-phenyl-o-phenylenediamine are initially introduced in THF and cooled to 0° C., and 136.4 ml (818 mmol) of N-ethyldiisopropylamine are added dropwise. The mixture is subsequently stirred at room temperature for a further 1 h. A solution of 64.4 g (240 mmol) of 2-chloro-4,6-diphenyl-1,3,5-triazine, dissolved in 1600 ml of THF, is then added dropwise, and the mixture is stirred at 60° C. for 96 h. After cooling, the solution is stirred with 400 ml of heptane, 80 ml of dichlor... The reactants are BrCc1ccc(-c2ncco2)cc1, O=C([O-])[O-], O=S(=O)(NC1CCCCCC1CO)c1ccc(Cl)cc1, N#Cc1ccc(CN(C2CCCCCC2CO)S(=O)(=O)c2ccc(Cl)cc2)cc1, [Cs+], [Cs+]. Yields the product O=S(=O)(c1ccc(Cl)cc1)N(Cc1ccc(-c2ncco2)cc1)C1CCCCCC1CO. Reaction SMILES: [Br:27][CH2:28][c:29]1[cH:30][cH:31][c:32](-[c:35]2[o:36][cH:37][cH:38][n:39]2)[cH:33][cH:34]1.[C:21](=[O:22])([O-:23])[O-:24].[Cl:1][c:2]1[cH:3][cH:4][c:5]([S:8](=[O:9])(=[O:10])[NH:11][CH:12]2[CH:13]([CH2:19][OH:20])[CH2:14][CH2:15][CH2:16][CH2:17][CH2:18]2)[cH:6][cH:7]1.[Cl:40][c:41]1[cH:42][cH:43][c:44]([S:45]([N:46]([CH2:47][c:48]2[cH:49][cH:50][c:51]([C:52]#[N:53])[cH:54][cH:55]2)[CH:56]2[CH2:57][CH2:58][CH2:59][CH2:60][CH2:61][CH:62]2[CH2:63][OH:64])(=[O:65])=[O:66])[cH:67][cH:68]1.[Cs+:25].[Cs+:26]>>[Cl:1][c:2]1[cH:3][cH:4][c:5]([S:8](=[O:9])(=[O:10])[N:11]([CH:12]2[CH:13]([CH2:19][OH:20])[CH2:14][CH2:15][CH2:16][CH2:17][CH2:18]2)[CH2:28][c:29]2[cH:30][cH:31][c:32](-[c:35]3[o:36][cH:37][cH:38][n:39]3)[cH:33][cH:34]2)[cH:6][cH:7]1. RXN SMILES: [C:1](=[O:2])([CH3:3])[N:4]1[CH2:5][CH2:6][CH:7]([O:10][c:11]2[c:12]([CH3:20])[cH:13][c:14]([N+:17](=[O:18])[O-:19])[cH:15][cH:16]2)[CH2:8][CH2:9]1.[CH3:22][CH2:23][OH:24].[ClH:21].[OH2:25]>>[ClH:21].[NH:4]1[CH2:5][CH2:6][CH:7]([O:10][c:11]2[c:12]([CH3:20])[cH:13][c:14]([N+:17](=[O:18])[O-:19])[cH:15][cH:16]2)[CH2:8][CH2:9]1. Starting materials: CC(=O)N1CCC(Oc2ccc([N+](=O)[O-])cc2C)CC1, CCO, Cl, O. The product is Cl, Cc1cc([N+](=O)[O-])ccc1OC1CCNCC1. Starting materials: C1CCOC1, CCOC(C)=O, CCN(C(C)C)C(C)C, O=C(OC(Cl)(Cl)Cl)OC(Cl)(Cl)Cl, CC(C)(C)OC(=O)N1CCN(Cc2cccc(N)c2F)CC1, Cc1cc(N)ccn1. The product is Cc1cc(NC(=O)Nc2cccc(CN3CCN(C(=O)OC(C)(C)C)CC3)c2F)ccn1. As a reaction SMILES: [CH2:52]1[O:53][CH2:54][CH2:55][CH2:56]1.[CH3:57][CH2:58][O:59][C:60]([CH3:61])=[O:62].[CH:35]([N:36]([CH2:37][CH3:38])[CH:39]([CH3:40])[CH3:41])([CH3:42])[CH3:43].[Cl:1][C:2]([Cl:3])([O:4][C:5]([O:6][C:7]([Cl:8])([Cl:9])[Cl:10])=[O:11])[Cl:12].[NH2:13][c:14]1[c:15]([F:34])[c:16]([CH2:17][N:18]2[CH2:19][CH2:20][N:21]([C:24](=[O:25])[O:26][C:27]([CH3:28])([CH3:29])[CH3:30])[CH2:22][CH2:23]2)[cH:31][cH:32][cH:33]1.[NH2:44][c:45]1[cH:46][c:47]([CH3:51])[n:48][cH:49][cH:50]1>>[C:5](=[O:11])([NH:13][c:14]1[c:15]([F:34])[c:16]([CH2:17][N:18]2[CH2:19][CH2:20][N:21]([C:24](=[O:25])[O:26][C:27]([CH3:28])([CH3:29])[CH3:30])[CH2:22][CH2:23]2)[cH:31][cH:32][cH:33]1)[NH:44][c:45]1[cH:46][c:47]([CH3:51])[n:48][cH:49][cH:50]1. The reactants are Cl (HCl), FC1=CC=C(C=O)C=C1 (4-fluorobenzaldehyde), C(CC(=O)O)(=O)O (malonic acid), N1CCCCC1 (piperidine). The solvent is N1=CC=CC=C1 (pyridine). Conditions: time 10 hour. Yields the product FC1=CC=C(C=CC(=O)O)C=C1 (4-fluorocinnamic Acid). RXN SMILES: [F:1][C:2]1[CH:9]=[CH:8][C:5]([CH:6]=O)=[CH:4][CH:3]=1.C(O)(=O)[CH2:11][C:12]([OH:14])=[O:13].N1CCCCC1.Cl>N1C=CC=CC=1>[F:1][C:2]1[CH:9]=[CH:8][C:5]([CH:6]=[CH:11][C:12]([OH:14])=[O:13])=[CH:4][CH:3]=1. Procedure: A mixture of 0.1 mol 4-fluorobenzaldehyde, 0.15 mol malonic acid, and 0.1 ml piperidine in 30 ml pyridine is boiled for 10 hours, cooled, and treated with 150 ml HCl having a 10% concentration. The precipitate is filtered and crystallized with ethanol. The yield of 4-fluorocinnamic acid is 68% and the melting point is 211° C.